This data is from the Open Reaction Database (ORD), a public repository of structured organic reaction records. The task is: describe an organic reaction: reactants, conditions, products, and yield Starting materials: Cl (HCl), C(C)OC(=O)C1(CCN(CC1)C(=O)OC(C)(C)C)CCOC (4-(2-Methoxy-ethyl)-piperidine-1,4-dicarboxylic acid 1-tert-butyl ester 4-ethyl ester), C1(CC1)C1=CC=C(N)C=C1 (4-cyclopropylaniline), [Cl-].C[Al+]C (dimethylaluminum chloride). Run in C1(=CC=CC=C1)C (toluene). Run at temperature 115 celsius, time 15 hour. The product is C1(CC1)C1=CC=C(C=C1)N1C(C2(CC1)CCNCC2)=O (2-(4-Cyclopropyl-phenyl)-2,8-diaza-spiro[4.5]decan-1-one). As a reaction SMILES: C(O[C:4]([C:6]1([CH2:19][CH2:20]OC)[CH2:11][CH2:10][N:9](C(OC(C)(C)C)=O)[CH2:8][CH2:7]1)=[O:5])C.[CH:23]1([C:26]2[CH:32]=[CH:31][C:29]([NH2:30])=[CH:28][CH:27]=2)[CH2:25][CH2:24]1.[Cl-].C[Al+]C.Cl>C1(C)C=CC=CC=1>[CH:23]1([C:26]2[CH:32]=[CH:31][C:29]([N:30]3[CH2:20][CH2:19][C:6]4([CH2:7][CH2:8][NH:9][CH2:10][CH2:11]4)[C:4]3=[O:5])=[CH:28][CH:27]=2)[CH2:25][CH2:24]1 |f:2.3|. Procedure: A mixture of 1.3 g (4.1 mmol) 4-(2-Methoxy-ethyl)-piperidine-1,4-dicarboxylic acid 1-tert-butyl ester 4-ethyl ester, 0.604 g (4.5 mmol) 4-cyclopropylaniline and 8.24 mL (8.24 mmol) dimethylaluminum chloride (1N in hexane) in 100 mL toluene was stirred at 115° C. for 15 h. After cooling to room temperature the mixture was poured into ice, the mixture was acidified with HCl aq. to pH=2 and extracted with ethyl acetate. The aqueous layer was basified with NaOH pellets to pH=8 and extracted with DCM...